This data is from the Open Reaction Database (ORD), a public repository of structured organic reaction records. The task is: describe an organic reaction: reactants, conditions, products, and yield Starting materials: N1[C@@H](CCC1=O)C(=O)N[C@@H](C)C(=O)N[C@@H](CCCCNC(=O)OC(C)(C)C)C(=O)N[C@@H](CO)C(=O)N[C@@H](CCC(N)=O)C(=O)N[C@H](CC(C)C)C(=O)NCC(=O)N[C@@H](CO)C(=O)N[C@@H](CC(N)=O)C(=O)OC(C)(C)C (pGlu-Ala-Lys(Boc)-Ser-Gln-(D)-Leu-Gly-Ser-Asn-OBut), C(C)(=O)[O-] (acetate), Sephadex. The solvent is FC(C(=O)O)(F)F (trifluoroacetic acid), O (water), N-acetic acid. Run at time 60 minute. The product is N1[C@@H](CCC1=O)C(=O)N[C@@H](C)C(=O)N[C@@H](CCCCN)C(=O)N[C@@H](CO)C(=O)N[C@@H](CCC(N)=O)C(=O)N[C@H](CC(C)C)C(=O)NCC(=O)N[C@@H](CO)C(=O)N[C@@H](CC(N)=O)C(=O)O (pGlu-Ala-Lys-Ser-Gln-(D)-Leu-Gly-Ser-Asn-OH). RXN SMILES: [NH:1]1[C:5](=[O:6])[CH2:4][CH2:3][C@H:2]1[C:7]([NH:9][C@H:10]([C:12]([NH:14][C@H:15]([C:28]([NH:30][C@H:31]([C:34]([NH:36][C@H:37]([C:43]([NH:45][C@@H:46]([C:51]([NH:53][CH2:54][C:55]([NH:57][C@H:58]([C:61]([NH:63][C@H:64]([C:69]([O:71]C(C)(C)C)=[O:70])[CH2:65][C:66](=[O:68])[NH2:67])=[O:62])[CH2:59][OH:60])=[O:56])=[O:52])[CH2:47][CH:48]([CH3:50])[CH3:49])=[O:44])[CH2:38][CH2:39][C:40](=[O:42])[NH2:41])=[O:35])[CH2:32][OH:33])=[O:29])[CH2:16][CH2:17][CH2:18][CH2:19][NH:20]C(OC(C)(C)C)=O)=[O:13])[CH3:11])=[O:8].C([O-])(=O)C>FC(F)(F)C(O)=O.O>[NH:1]1[C:5](=[O:6])[CH2:4][CH2:3][C@H:2]1[C:7]([NH:9][C@H:10]([C:12]([NH:14][C@H:15]([C:28]([NH:30][C@H:31]([C:34]([NH:36][C@H:37]([C:43]([NH:45][C@@H:46]([C:51]([NH:53][CH2:54][C:55]([NH:57][C@H:58]([C:61]([NH:63][C@H:64]([C:69]([OH:71])=[O:70])[CH2:65][C:66](=[O:68])[NH2:67])=[O:62])[CH2:59][OH:60])=[O:56])=[O:52])[CH2:47][CH:48]([CH3:50])[CH3:49])=[O:44])[CH2:38][CH2:39][C:40](=[O:42])[NH2:41])=[O:35])[CH2:32][OH:33])=[O:29])[CH2:16][CH2:17][CH2:18][CH2:19][NH2:20])=[O:13])[CH3:11])=[O:8]. Procedure details: In 8 ml of trifluoroacetic acid is dissolved 200 mg of pGlu-Ala-Lys(Boc)-Ser-Gln-(D)-Leu-Gly-Ser-Asn-OBut and the solution is allowed to stand at room temperature for 60 minutes. The trifluoroacetic acid is distilled off under reduced pressure and the residue is precipitated with ether and recovered by filtration. The powders thus obtained are dissolved in a small amount of water and passed through a column of Amberlite IRA-410 (acetate-form) (1.5×7 cm). The effluent is combined with washings an...